This data is from the Open Reaction Database (ORD), a public repository of structured organic reaction records. The task is: describe an organic reaction: reactants, conditions, products, and yield Starting materials: Cl.Cl.ClC1=C2C(C=C(NC2=CC(=C1)Cl)C(NCCN(C)C)=O)=O (5,7-dichloro-2-(2-dimethylaminoethyl)carbamoyl-4-oxo-1,4-dihydroquinoline dihydrochloride), CI (methyl iodide). Solvent: CN(C=O)C (dimethylformamide). Reaction conditions: time 24 hour. The product is [I-].ClC1=C2C(C=C(NC2=CC(=C1)Cl)C(NCC[N+](C)(C)C)=O)=O (5,7-dichloro-2-(2-trimethylammonioethyl)carbamoyl-4-oxo-1,4-dihydroquinoline iodide). Reaction SMILES: Cl.Cl.[Cl:3][C:4]1[CH:13]=[C:12]([Cl:14])[CH:11]=[C:10]2[C:5]=1[C:6](=[O:23])[CH:7]=[C:8]([C:15](=[O:22])[NH:16][CH2:17][CH2:18][N:19]([CH3:21])[CH3:20])[NH:9]2.[CH3:24][I:25]>CN(C)C=O>[I-:25].[Cl:3][C:4]1[CH:13]=[C:12]([Cl:14])[CH:11]=[C:10]2[C:5]=1[C:6](=[O:23])[CH:7]=[C:8]([C:15](=[O:22])[NH:16][CH2:17][CH2:18][N+:19]([CH3:24])([CH3:20])[CH3:21])[NH:9]2 |f:0.1.2,5.6|. Reported procedure: To a suspension of 5,7-dichloro-2-(2-dimethylaminoethyl)carbamoyl-4-oxo-1,4-dihydroquinoline (0.5 g, Example 39) in dry dimethylformamide was added methyl iodide and the mixture was stirred at room temperature for 24 hours. The solvent was removed under reduced pressure to yield the crude product, which was recrystallised from ethanol-water to give 5,7-dichloro-2-(2-trimethylammonioethyl)carbamoyl-4-oxo-1,4-dihydroquinoline iodide (0.39 g), m.p.>280° C. δ (360 MHz, D2O) 3.26 (9H, s, (CH3)3), 3.6...